describe an organic reaction: reactants, conditions, products, and yield From a dataset of the Open Reaction Database (ORD), a public repository of structured organic reaction records. Starting materials: COC1=NN(C=C1[N+](=O)[O-])[C@@H]1CN(CC1)C ((S)-3-methoxy-1-(1-methylpyrrolidin-3-yl)-4-nitro-1H-pyrazole). The reagents and catalysts are [Pd] (Pd/C). Run in CO (methanol). Run at time 16 hour. The product is COC1=NN(C=C1N)[C@@H]1CN(CC1)C ((S)-3-methoxy-1-(1-methylpyrrolidin-3-yl)-1H-pyrazol-4-amine). Reaction SMILES: [CH3:1][O:2][C:3]1[C:7]([N+:8]([O-])=O)=[CH:6][N:5]([C@H:11]2[CH2:15][CH2:14][N:13]([CH3:16])[CH2:12]2)[N:4]=1>[Pd].CO>[CH3:1][O:2][C:3]1[C:7]([NH2:8])=[CH:6][N:5]([C@H:11]2[CH2:15][CH2:14][N:13]([CH3:16])[CH2:12]2)[N:4]=1. Procedure: A nitrogen-flushed round bottom flask was charged with (S)-3-methoxy-1-(1-methylpyrrolidin-3-yl)-4-nitro-1H-pyrazole (300 mg, 1.33 mmol, 1.00 eq), 10% Pd/C (200 mg) and methanol (20 mL). The reaction mixture was sparged with hydrogen for 10 min then stirred vigorously under hydrogen atmosphere for 16 hr. The reaction mixture was then sparged with nitrogen, filtered through Celite®, and concentrated to give an oil that was used without further purification. 1H NMR (400 MHz, DMSO-d6) δ ppm 6.99 (s... The reactants are Compound II, C(C1=CC=CC=C1)NC(=O)NN(C)CC(=O)O (2-(2-(benzylcarbamoyl)-1-methylhydrazinyl)acetic acid), N[C@H](C(=O)N(CC=1C=CC=C2C=CC=NC12)[C@H](C(OCC)OCC)C)CC(=O)NC(C1=CC=CC=C1)(C1=CC=CC=C1)C1=CC=CC=C1 ((S)-2-amino-N1—((S)-1,1-diethoxypropan-2-yl)-N1-(quinolin-8-ylmethyl)-N4-tritylsuccinamide). Yields the product C(C1=CC=CC=C1)NC(NN(C)CC(=O)N[C@H](C(=O)N(CC=1C=CC=C2C=CC=NC12)[C@H](C(OCC)OCC)C)CC(NC(C1=CC=CC=C1)(C1=CC=CC=C1)C1=CC=CC=C1)=O)=O (4-benzyl-1-(2-((S)-1-(((S)-1,1-diethoxypropan-2-yl)(quinolin-8-ylmethyl)amino)-1,4-dioxo-4-(tritylamino)butan-2-ylamino)-2-oxoethyl)-1-methylsemicarbazide). As a reaction SMILES: [CH2:1]([NH:8][C:9]([NH:11][N:12]([CH2:14][C:15]([OH:17])=O)[CH3:13])=[O:10])[C:2]1[CH:7]=[CH:6][CH:5]=[CH:4][CH:3]=1.[NH2:18][C@@H:19]([CH2:43][C:44]([NH:46][C:47]([C:60]1[CH:65]=[CH:64][CH:63]=[CH:62][CH:61]=1)([C:54]1[CH:59]=[CH:58][CH:57]=[CH:56][CH:55]=1)[C:48]1[CH:53]=[CH:52][CH:51]=[CH:50][CH:49]=1)=[O:45])[C:20]([N:22]([C@@H:34]([CH3:42])[CH:35]([O:39][CH2:40][CH3:41])[O:36][CH2:37][CH3:38])[CH2:23][C:24]1[CH:25]=[CH:26][CH:27]=[C:28]2[C:33]=1[N:32]=[CH:31][CH:30]=[CH:29]2)=[O:21]>>[CH2:1]([NH:8][C:9](=[O:10])[NH:11][N:12]([CH2:14][C:15]([NH:18][C@@H:19]([CH2:43][C:44](=[O:45])[NH:46][C:47]([C:60]1[CH:61]=[CH:62][CH:63]=[CH:64][CH:65]=1)([C:48]1[CH:53]=[CH:52][CH:51]=[CH:50][CH:49]=1)[C:54]1[CH:55]=[CH:56][CH:57]=[CH:58][CH:59]=1)[C:20]([N:22]([C@@H:34]([CH3:42])[CH:35]([O:39][CH2:40][CH3:41])[O:36][CH2:37][CH3:38])[CH2:23][C:24]1[CH:25]=[CH:26][CH:27]=[C:28]2[C:33]=1[N:32]=[CH:31][CH:30]=[CH:29]2)=[O:21])=[O:17])[CH3:13])[C:2]1[CH:3]=[CH:4][CH:5]=[CH:6][CH:7]=1. Procedure: According to the procedure described in the synthesis method of Compound II-15, 2-(2-(benzylcarbamoyl)-1-methylhydrazinyl)acetic acid (Compound VI-3) 55 mg (0.23 mmol) was coupled with (S)-2-amino-N1—((S)-1,1-diethoxypropan-2-yl)-N1-(quinolin-8-ylmethyl)-N4-tritylsuccinamide (Compound IV-20) 100 mg (0.16 mmol) to obtain the title compound.